Task: describe an organic reaction: reactants, conditions, products, and yield. Dataset: the Open Reaction Database (ORD), a public repository of structured organic reaction records The reactants are C=1C=CC(=CC1)N2CCNCC2 (phenylpiperazine), ClCC1=CC2=CC=CC=C2C=C1 (β-chloromethylnapthalene), C([O-])([O-])=O.[Na+].[Na+] (sodium carbonate). Run in CN(C=O)C (dimethylformamide). Yields the product hydrochloride salt, C1=C(C=CC2=CC=CC=C12)CN1CCN(CC1)C1=CC=CC=C1 (1-(β-napthylmethyl)-4-(phenyl)piperazine). As a reaction SMILES: Cl[CH2:2][C:3]1[CH:12]=[CH:11][C:10]2[C:5](=[CH:6][CH:7]=[CH:8][CH:9]=2)[CH:4]=1.C(=O)([O-])[O-].[Na+].[Na+].[CH:19]1[CH:20]=[CH:21][C:22]([N:25]2[CH2:30][CH2:29][NH:28][CH2:27][CH2:26]2)=[CH:23][CH:24]=1>CN(C)C=O>[CH:4]1[C:5]2[C:10](=[CH:9][CH:8]=[CH:7][CH:6]=2)[CH:11]=[CH:12][C:3]=1[CH2:2][N:28]1[CH2:29][CH2:30][N:25]([C:22]2[CH:23]=[CH:24][CH:19]=[CH:20][CH:21]=2)[CH2:26][CH2:27]1 |f:1.2.3|. Procedure details: A mixture of 10.0 g. of β-chloromethylnapthalene, 6.0 g. of sodium carbonate and 9.0 g. of phenylpiperazine in 60 ml. of dimethylformamide is stirred under nitrogen on a steambath for five hours. The reaction mixture is then cooled and filtered. The filtrate is concentrated and stirred with ice water. The formed precipitate is filtered off, dissolved in isobutyl alcohol and treated with ethereal hydrogen chloride to yield the hydrochloride salt of 1-(β-napthylmethyl)-4-(phenyl)piperazine having ... Starting materials: C(C1=CC=CC=C1)OC(=O)N1CC(CCC1)CO (1-benzyloxycarbonyl-3-hydroxymethyl-piperidine), C(C)(C)N(CC)C(C)C (diisopropylethylamine), CS(=O)(=O)Cl (methanesulfonylchloride). Run in C(Cl)Cl (CH2Cl2). Conditions: time 10 minute. Product: C(C1=CC=CC=C1)OC(=O)N1CC(CCC1)COS(=O)(=O)C (1-Benzyloxycarbonyl-3-methanesulfonyloxymethylpiperidine). Reaction SMILES: [CH2:1]([O:8][C:9]([N:11]1[CH2:16][CH2:15][CH2:14][CH:13]([CH2:17][OH:18])[CH2:12]1)=[O:10])[C:2]1[CH:7]=[CH:6][CH:5]=[CH:4][CH:3]=1.C(N(C(C)C)CC)(C)C.[CH3:28][S:29](Cl)(=[O:31])=[O:30]>C(Cl)Cl>[CH2:1]([O:8][C:9]([N:11]1[CH2:16][CH2:15][CH2:14][CH:13]([CH2:17][O:18][S:29]([CH3:28])(=[O:31])=[O:30])[CH2:12]1)=[O:10])[C:2]1[CH:7]=[CH:6][CH:5]=[CH:4][CH:3]=1. Reported procedure: To a stirred solution of 1-benzyloxycarbonyl-3-hydroxymethyl-piperidine (1.29 g, 5.24 mmol, 1 eq) in CH2Cl2 (50 mL) at 0° C. was added diisopropylethylamine (2.7 mL, 15.72 mmol, 3 eq) followed by methanesulfonylchloride (0.61 mL, 7.86 mmol, 1.5 eq) via syringe. Let stir 10 minutes and removed the cooling bath. After 30 minutes the reaction was complete by thin layer chromatography analysis. Removed the CH2Cl2 under reduced pressure and used material crude in the next step. The reactants are O (H2O), C1(=CC=CC=C1)C#CC1=CC=CC=C1 (diphenylacetylene), C(CCC)[Li] (n-butyllithium). The reagents and catalysts are Cl[Ti](Cl)(Cl)Cl (TiCl4). The solvent is C1CCOC1 (THF). Run at temperature -78 celsius, time 1 hour. The product is C1(=CC=CC=C1)\C=C/C1=CC=CC=C1 (cis-Stilbene), C1(=CC=CC=C1)CCC1=CC=CC=C1 (bibenzyl). Isolated yield 0.4%. RXN SMILES: [C:1]1([C:7]#[C:8][C:9]2[CH:14]=[CH:13][CH:12]=[CH:11][CH:10]=2)[CH:6]=[CH:5][CH:4]=[CH:3][CH:2]=1.C([Li])CCC.O>C1COCC1.Cl[Ti](Cl)(Cl)Cl>[C:1]1(/[CH:7]=[CH:8]\[C:9]2[CH:10]=[CH:11][CH:12]=[CH:13][CH:14]=2)[CH:6]=[CH:5][CH:4]=[CH:3][CH:2]=1.[C:1]1([CH2:7][CH2:8][C:9]2[CH:10]=[CH:11][CH:12]=[CH:13][CH:14]=2)[CH:6]=[CH:5][CH:4]=[CH:3][CH:2]=1. Reported procedure: To the solution of one equivalent of TiCl4 (1.1 ml, 10 mmol) and 0.5 equivalent of diphenylacetylene (0.89g, 5 mmol) in THF (40 ml) at −78° C. 2 equivalents of n-butyllithium (12.5 ml, 20 mmol, 1.6M solution in hexane) was slowly added and the resulting red-brown reaction mixture stirred at −78° C. for 1 h. The reaction mixture was then allowed to warm up to room temperature over 0.5 h followed by hydrolysis with 20 ml of H2O. Extraction of the organic products was accomplished with ether anhydr... The reactants are FC1=CC(=C(C=C1)[N+](=O)[O-])C (4-fluoro-2-methyl-1-nitrobenzene), CS(=O)(=O)C1=CC=C(C=N1)O (6-(methylsulfonyl)pyridin-3-ol), C([O-])([O-])=O.[K+].[K+] (potassium carbonate). Solvent: CN(C=O)C (N,N-dimethylformamide). Run at temperature 60 celsius, time 24 hour. Yields the product CC=1C=C(OC=2C=CC(=NC2)S(=O)(=O)C)C=CC1[N+](=O)[O-] (5-(3-Methyl-4-nitrophenoxy)-2-(methylsulfonyl)pyridine). The yield is 46.5%. Reaction SMILES: F[C:2]1[CH:7]=[CH:6][C:5]([N+:8]([O-:10])=[O:9])=[C:4]([CH3:11])[CH:3]=1.[CH3:12][S:13]([C:16]1[N:21]=[CH:20][C:19]([OH:22])=[CH:18][CH:17]=1)(=[O:15])=[O:14].C(=O)([O-])[O-].[K+].[K+]>CN(C)C=O>[CH3:11][C:4]1[CH:3]=[C:2]([CH:7]=[CH:6][C:5]=1[N+:8]([O-:10])=[O:9])[O:22][C:19]1[CH:18]=[CH:17][C:16]([S:13]([CH3:12])(=[O:15])=[O:14])=[N:21][CH:20]=1 |f:2.3.4|. Procedure details: A mixture of 4-fluoro-2-methyl-1-nitrobenzene (9.4 g), 6-(methylsulfonyl)pyridin-3-ol (10.0 g), potassium carbonate (8.8 g), and N,N-dimethylformamide (100 mL) was stirred at 60° C. for 24 hr. The reaction solution was concentrated under reduced pressure, and the obtained residue was added to a mixture of ethyl acetate-water. The precipitated solid was collected by filtration, washed with water and ethyl acetate and dried to give the title compound (8.28 g) as a pale-yellow solid. The filtrate w... The reactants are COC(=O)c1ccc(OCCCCCOc2ccc(C#N)cc2)c(OC)c1, CCCC[N+](CCCC)(CCCC)CCCC, Cl, C1CCOC1, [OH-]. The product is COc1cc(C(=O)O)ccc1OCCCCCOc1ccc(C#N)cc1. Reaction SMILES: [C:1](#[N:2])[c:3]1[cH:4][cH:5][c:6]([O:7][CH2:8][CH2:9][CH2:10][CH2:11][CH2:12][O:13][c:14]2[c:15]([O:24][CH3:25])[cH:16][c:17]([C:18](=[O:19])[O:20][CH3:21])[cH:22][cH:23]2)[cH:26][cH:27]1.[CH2:29]([N+:30]([CH2:31][CH2:32][CH2:33][CH3:34])([CH2:35][CH2:36][CH2:37][CH3:38])[CH2:39][CH2:40][CH2:41][CH3:42])[CH2:43][CH2:44][CH3:45].[ClH:46].[O:47]1[CH2:48][CH2:49][CH2:50][CH2:51]1.[OH-:28]>>[C:1](#[N:2])[c:3]1[cH:4][cH:5][c:6]([O:7][CH2:8][CH2:9][CH2:10][CH2:11][CH2:12][O:13][c:14]2[c:15]([O:24][CH3:25])[cH:16][c:17]([C:18](=[O:19])[OH:20])[cH:22][cH:23]2)[cH:26][cH:27]1. Starting materials: C(CCC)[Li] (butyl lithium), BrC1=C(C=CC(=C1)C(F)(F)F)OCC1=CC=CC=C1 (Benzyl 2-bromo-4-(trifluoromethyl)phenyl ether), C(C)SC1=CC=C(C=O)C=C1 (4-ethylsulfanyl-benzaldehyde). Run in C(C)OCC (diethylether). Conditions: time 1 hour. Product: C(C1=CC=CC=C1)OC1=C(C=C(C=C1)C(F)(F)F)C(O)C1=CC=C(C=C1)SCC ([2-(Benzyloxy)-5-(trifluoromethyl)phenyl][4-(ethylthio)phenyl]methanol). RXN SMILES: C([Li])CCC.Br[C:7]1[CH:12]=[C:11]([C:13]([F:16])([F:15])[F:14])[CH:10]=[CH:9][C:8]=1[O:17][CH2:18][C:19]1[CH:24]=[CH:23][CH:22]=[CH:21][CH:20]=1.[CH2:25]([S:27][C:28]1[CH:35]=[CH:34][C:31]([CH:32]=[O:33])=[CH:30][CH:29]=1)[CH3:26]>C(OCC)C>[CH2:18]([O:17][C:8]1[CH:9]=[CH:10][C:11]([C:13]([F:16])([F:15])[F:14])=[CH:12][C:7]=1[CH:32]([C:31]1[CH:34]=[CH:35][C:28]([S:27][CH2:25][CH3:26])=[CH:29][CH:30]=1)[OH:33])[C:19]1[CH:24]=[CH:23][CH:22]=[CH:21][CH:20]=1. Procedure: A solution of butyl lithium (1.6M in hexane, 1.03 ml) was added to a stirred solution of the product from step (i) (0.5 g) in diethylether (20 ml) at −78° C. After 1 h, 4-ethylsulfanyl-benzaldehyde (0.25 g) was added and stirred for a further 1 h. The reaction was quenched with water, extracted with diethylether and the organic layer dried, then evaporated under reduced pressure. The residue was purified by chromatography on silica eluting with 50% diethylether/isohexane. Yield 0.7 g The reactants are BrC=1SC=C(N1)C(=O)O (2-Bromothiazole-4-carboxylic acid), NCC1CC1 (aminomethylcyclopropane), CCN=C=NCCCN(C)C.Cl (EDC.HCl). Solvent: C(Cl)Cl (DCM). Conditions: time 16 hour. The product is BrC=1SC=C(N1)C(=O)NCC1CC1 (2-Bromo-N-(cyclopropylmethyl)-1,3-thiazole-4-carboxamide). The yield is 64.5%. RXN SMILES: [Br:1][C:2]1[S:3][CH:4]=[C:5]([C:7]([OH:9])=O)[N:6]=1.[NH2:10][CH2:11][CH:12]1[CH2:14][CH2:13]1.CCN=C=NCCCN(C)C.Cl>C(Cl)Cl>[Br:1][C:2]1[S:3][CH:4]=[C:5]([C:7]([NH:10][CH2:11][CH:12]2[CH2:14][CH2:13]2)=[O:9])[N:6]=1 |f:2.3|. Reported procedure: 2-Bromothiazole-4-carboxylic acid (500 mg, 2.40 mmol), aminomethylcyclopropane (247 μL, 2.88 mmol), EDC.HCl (1.01 g, 5.29 mmol), HOBN (1.08 g, 6.01 mmol) and NEM (765 μL, 6.01 mmol) were dissolved in DCM (30 mL) and the reaction mixture was stirred for 16 h. The organic fraction was washed with sat aq NaHCO3 (30 mL), 1 M aq HCl (30 mL), dried (MgSO4) and concentrated in vacuo. The residue was purified by column chromatography to give the title compound (404 mg, 64%) as a white solid. LCMS (ES+):... The reactants are COC1=CC=C2/C(/C(NC2=C1)=O)=C/C1=CC(=CC=C1)Cl (Z-6-methoxy-3-(3-chloro-benzylidene)-1,3-dihydro-indol-2-one), FC=1C=CC(=C(C1)C=NC(=C)O[Si](C)(C)C)C (1-(5-fluoro-2-methylphenyl)-3-trimethylsilyoxy-2-aza-1,3-butadiene). The solvent is C1(=CC=CC=C1)C (toluene). Yields the product ClC=1C=C(C=CC1)C1C2(C(NC(C1)=O)C1=C(C=CC(=C1)F)C)C(NC1=CC(=CC=C12)OC)=O (racemic (2′R,3R,4′S)-4′-(3-chlorophenyl)-2′-(5-fluoro-2-methylphenyl)-6-methoxy spiro[3H-indole-3,3′-piperidine]-2,6′(1H)-dione). Isolated yield 10.0%. Reaction SMILES: [CH3:1][O:2][C:3]1[CH:11]=[C:10]2[C:6](/[C:7](=[CH:13]/[C:14]3[CH:19]=[CH:18][CH:17]=[C:16]([Cl:20])[CH:15]=3)/[C:8](=[O:12])[NH:9]2)=[CH:5][CH:4]=1.[F:21][C:22]1[CH:23]=[CH:24][C:25]([CH3:37])=[C:26]([CH:28]=[N:29][C:30]([O:32][Si](C)(C)C)=[CH2:31])[CH:27]=1>C1(C)C=CC=CC=1>[Cl:20][C:16]1[CH:15]=[C:14]([CH:13]2[CH2:31][C:30](=[O:32])[NH:29][CH:28]([C:26]3[CH:27]=[C:22]([F:21])[CH:23]=[CH:24][C:25]=3[CH3:37])[C:7]32[C:6]2[C:10](=[CH:11][C:3]([O:2][CH3:1])=[CH:4][CH:5]=2)[NH:9][C:8]3=[O:12])[CH:19]=[CH:18][CH:17]=1. Procedure: In a manner similar to the method described in example 1c, E/Z-6-methoxy-3-(3-chloro-benzylidene)-2-oxo-2,3-dihydro-indole (0.4 g, 1.10 mmol) prepared in example 168b was reacted with 1-(5-fluoro-2-methylphenyl)-3-trimethylsilyoxy-2-aza-1,3-butadiene prepared in example 36a, in toluene to give racemic (2′R,3R,4′S)-4′-(3-chlorophenyl)-2′-(5-fluoro-2-methylphenyl)-6-methoxy spiro[3H-indole-3,3′-piperidine]-2,6′(1H)-dione as a white solid (Yield 0.05 g, 10%).